Dataset: the Open Reaction Database (ORD), a public repository of structured organic reaction records. Task: describe an organic reaction: reactants, conditions, products, and yield Run at time 10 minute. Solvent: CO (methanol). Reaction SMILES: [CH2:1]([N:8]1[CH2:13][CH2:12][C:11](=O)[CH:10]([CH:15](O)[CH2:16][O:17][Si](C(C)(C)C)(C)C)[CH2:9]1)[C:2]1[CH:7]=[CH:6][CH:5]=[CH:4][CH:3]=1.Cl>CO>[CH2:1]([N:8]1[CH2:13][CH2:12][C:11]2[O:17][CH:16]=[CH:15][C:10]=2[CH2:9]1)[C:2]1[CH:3]=[CH:4][CH:5]=[CH:6][CH:7]=1. Reactants: C(C1=CC=CC=C1)N1CC(C(CC1)=O)C(CO[Si](C)(C)C(C)(C)C)O (1-benzyl-3-(2-tert-butyldimethylsiloxy-1-hydroxyethyl)-4-piperidinone), Cl (hydrochloric acid). The product is C(C1=CC=CC=C1)N1CC2=C(CC1)OC=C2 (5-benzyl-4,5,6,7-tetrahydrofuro[3,2-c]pyridine). Procedure details: After 3.055 g (8.403 mmol) of 1-benzyl-3-(2-tert-butyldimethylsiloxy-1-hydroxyethyl)-4-piperidinone was dissolved in 100 ml of methanol, 10 ml of concentrated hydrochloric acid was added, followed by stirring at room temperature for 10 minutes. The solvent was distilled off under reduced pressure with heating. The resulting residue was dissolved in water. After this solution was alkalified with aqueous sodium hydroxide, it was extracted with dichloromethane 3 times. The combined organic layer wa... Reactants: CC(=O)C1=CC=CC2=CC=CC=C21 (1-acetonaphthone), [H-].[Na+] (sodium hydride), COC(OC)=O (dimethylcarbonate). The solvent is CCCCCC.C(C)(=O)OCC (n-hexane ethyl acetate). The product is C1(=CC=CC2=CC=CC=C12)C(CC(=O)OC)=O (Methyl 3-(Naphthalen-1-yl)-3-oxopropionate). The yield is 73.0%. As a reaction SMILES: [CH3:1][C:2]([C:4]1[C:13]2[C:8](=[CH:9][CH:10]=[CH:11][CH:12]=2)[CH:7]=[CH:6][CH:5]=1)=[O:3].[H-].[Na+].[CH3:16][O:17][C:18](=O)[O:19]C>CCCCCC.C(OCC)(=O)C>[C:4]1([C:2](=[O:3])[CH2:1][C:18]([O:17][CH3:16])=[O:19])[C:13]2[C:8](=[CH:9][CH:10]=[CH:11][CH:12]=2)[CH:7]=[CH:6][CH:5]=1 |f:1.2,4.5|. Procedure: 10.2 g (59.9 mmol) of 1-acetonaphthone and 4.8 g (60% in mineral oi, 120 mmol) of sodium hydride were added to 100 ml of dimethylcarbonate and the mixture was refluxed for 24 hours. The solvent was removed under reduced pressure, 100 ml of 1N aqueous HCl solution was added to the residue, and the resulting mixture was extracted with 100 ml of ethyl acetate. The organic layer was washed with water(100 ml×3), dried over anhydrous magnesium sulfate and concentrated. The residue was subjected to sil... Starting materials: C(C1=CC=CC=C1)OC(=O)P(OC)(OC)=O (dimethyl benzyloxycarbonylphosphonate), [I-].[Na+] (sodium iodide). The solvent is O1CCCC1 (tetrahydrofuran). Product: C(C1=CC=CC=C1)OC(=O)P(OC)([O-])=O.[Na+] (Sodium methyl benzyloxycarbonylphosphonate). RXN SMILES: [CH2:1]([O:8][C:9]([P:11](=[O:16])([O:14]C)[O:12][CH3:13])=[O:10])[C:2]1[CH:7]=[CH:6][CH:5]=[CH:4][CH:3]=1.[I-].[Na+:18]>O1CCCC1>[CH2:1]([O:8][C:9]([P:11](=[O:14])([O-:16])[O:12][CH3:13])=[O:10])[C:2]1[CH:3]=[CH:4][CH:5]=[CH:6][CH:7]=1.[Na+:18] |f:1.2,4.5|. Procedure: 3.66 g of dimethyl benzyloxycarbonylphosphonate and 2.25 g of sodium iodide were stirred in 25 ml of dry tetrahydrofuran for 3 days. The precipitate was filtered, washed with ether and dried in a desiccator. Colourless, hygroscopic crystals of the title compound were obtained (3.15 g, 82%). By t.l.c. (polyethyleneimine, 1M LiCl, molybdate spray) the compound was estimated to contain <0.4% of trisodium oxycarbonylphosphonate. Reactants: C1(CCCC1)OC=1C=C(C=CC1OC)C(O)C=1OC=CC1 ((3-cyclopentyloxy-4-methoxyphenyl)(2-furyl)methanol). Reagents/catalysts: [O-2].[Mn+4].[O-2] (manganese (IV) oxide). Run in C(Cl)Cl (CH2Cl2). Yields the product C1(CCCC1)OC=1C=C(C=CC1OC)C(=O)C=1OC=CC1 ((3-cyclopentyloxy-4-methoxyphenyl)-(2-furyl)ketone). Isolated yield 59.8%. As a reaction SMILES: [CH:1]1([O:6][C:7]2[CH:8]=[C:9]([CH:15]([C:17]3[O:18][CH:19]=[CH:20][CH:21]=3)[OH:16])[CH:10]=[CH:11][C:12]=2[O:13][CH3:14])[CH2:5][CH2:4][CH2:3][CH2:2]1>C(Cl)Cl.[O-2].[Mn+4].[O-2]>[CH:1]1([O:6][C:7]2[CH:8]=[C:9]([C:15]([C:17]3[O:18][CH:19]=[CH:20][CH:21]=3)=[O:16])[CH:10]=[CH:11][C:12]=2[O:13][CH3:14])[CH2:2][CH2:3][CH2:4][CH2:5]1 |f:2.3.4|. Procedure: The alcohol (3.2 g) was stirred with manganese (IV) oxide (10 g) in CH2Cl2 (100 ml) at RT for 3 h. The mixture was filtered through Celite® and the filtrate concentrated in vacuo. The residual dark oil was subjected to chromatography (SiO2) to give (3-cyclopentyloxy-4-methoxyphenyl)-(2-furyl)ketone (1.9 g); vmax (neat) 1620cm-1. n-Butyllithium (1.6M solution in hexanes; 4.2 ml, 6.64 mmol) was added to a solution of a 4-methylpyridine (0.62 g, 0.65 ml, 6.64 mmol) in THF (25 ml) at -70° C. After 0... As a reaction SMILES: Cl[CH2:2][CH2:3][CH2:4][CH2:5][C:6]([N:8]1[C:14]2[CH:15]=[CH:16][CH:17]=[CH:18][C:13]=2[C:12](=[O:19])[NH:11][C:10]2[CH:20]=[CH:21][CH:22]=[N:23][C:9]1=2)=[O:7].C(=O)([O-])[O-].[Na+].[Na+].[CH3:30][N:31]1[CH2:36][CH2:35][NH:34][CH2:33][CH2:32]1>C(O)C>[CH3:30][N:31]1[CH2:36][CH2:35][N:34]([CH2:2][CH2:3][CH2:4][CH2:5][C:6]([N:8]2[C:14]3[CH:15]=[CH:16][CH:17]=[CH:18][C:13]=3[C:12](=[O:19])[NH:11][C:10]3[CH:20]=[CH:21][CH:22]=[N:23][C:9]2=3)=[O:7])[CH2:33][CH2:32]1 |f:1.2.3|. Yield: 37.0%. Run in C(C)O (ethanol). The product is CN1CCN(CC1)CCCCC(=O)N1C2=C(NC(C3=C1C=CC=C3)=O)C=CC=N2 (5,11-dihydro-11-[5-(4-methyl-1-piperazinyl)-valeryl]-6H-pyrido-[2,3-b][1,4]-benzodiazepine-6-one). The reactants are ClCCCCC(=O)N1C2=C(NC(C3=C1C=CC=C3)=O)C=CC=N2 (11-(5-chlorovaleryl)-5,11-dihydro-6H-pyrido-[2,3-b][1,4]-benzodiazepine-6-one), C([O-])([O-])=O.[Na+].[Na+] (sodium carbonate), CN1CCNCC1 (1-methylpiperazine). Reported procedure: A mixture of 5.0 g of 11-(5-chlorovaleryl)-5,11-dihydro-6H-pyrido-[2,3-b][1,4]-benzodiazepine-6-one, 1.6 g of sodium carbonate and 3 ml of 1-methylpiperazine in 100 ml of ethanol was refluxed for 20 hours and then the hot mixture was vacuum filtered. The filtrate was evaporated to dryness in vacuo and the residue was chromatographed over silica gel to obtain a 37% yield of 5,11-dihydro-11-[5-(4-methyl-1-piperazinyl)-valeryl]-6H-pyrido-[2,3-b][1,4]-benzodiazepine-6-one melting at 151°-153° C. aft... Starting materials: BrB(Br)Br, COC1c2ccccc2C(C)(C)CN1C=O, COc1ccc2c(c1)C(C)(C)CN(C=O)C2, ClCCl. Yields the product CC1(C)CN(C=O)Cc2ccc(O)cc21. Reaction SMILES: [B:33]([Br:34])([Br:35])[Br:36].[CH3:17][O:18][CH:19]1[c:20]2[c:21]([cH:22][cH:23][cH:24][cH:25]2)[C:26]([CH3:27])([CH3:28])[CH2:29][N:30]1[CH:31]=[O:32].[CH3:1][O:2][c:3]1[cH:4][c:5]2[c:10]([cH:11][cH:12]1)[CH2:9][N:8]([CH:13]=[O:14])[CH2:7][C:6]2([CH3:15])[CH3:16].[Cl:37][CH2:38][Cl:39]>>[OH:2][c:3]1[cH:4][c:5]2[c:10]([cH:11][cH:12]1)[CH2:9][N:8]([CH:13]=[O:14])[CH2:7][C:6]2([CH3:15])[CH3:16]. Reactants: F[B-](F)(F)F, CCOC(=O)CN(C(=O)OC(C)(C)C)C(Cc1ccc(OC)cc1)C(=O)N1CCCC1C(=O)O, CN1CCOCC1, CN(C)C=O, NCc1ccc2c(N)nccc2c1, CN(C)C(On1nnc2ccccc21)=[N+](C)C. Product: CCOC(=O)CN(C(=O)OC(C)(C)C)C(Cc1ccc(OC)cc1)C(=O)N1CCCC1C(=O)NCc1ccc2c(N)nccc2c1. Reaction SMILES: [B-:55]([F:56])([F:57])([F:58])[F:59].[CH2:1]([CH3:2])[O:3][C:4]([CH2:5][N:6]([C:7](=[O:8])[O:9][C:10]([CH3:11])([CH3:12])[CH3:13])[CH:14]([C:15](=[O:16])[N:17]1[CH:18]([C:22](=[O:23])[OH:24])[CH2:19][CH2:20][CH2:21]1)[CH2:25][c:26]1[cH:27][cH:28][c:29]([O:32][CH3:33])[cH:30][cH:31]1)=[O:34].[CH3:48][N:49]1[CH2:50][CH2:51][O:52][CH2:53][CH2:54]1.[CH:77]([N:78]([CH3:79])[CH3:80])=[O:81].[NH2:35][CH2:36][c:37]1[cH:38][c:39]2[cH:40][cH:41][n:42][c:43]([NH2:47])[c:44]2[cH:45][cH:46]1.[n:60]1([O:61][C:62]([N:63]([CH3:64])[CH3:65])=[N+:66]([CH3:67])[CH3:68])[c:69]2[cH:70][cH:71][cH:72][cH:73][c:74]2[n:75][n:76]1>>[CH2:1]([CH3:2])[O:3][C:4]([CH2:5][N:6]([C:7](=[O:8])[O:9][C:10]([CH3:11])([CH3:12])[CH3:13])[CH:14]([C:15](=[O:16])[N:17]1[CH:18]([C:22](=[O:23])[NH:35][CH2:36][c:37]2[cH:38][c:39]3[cH:40][cH:41][n:42][c:43]([NH2:47])[c:44]3[cH:45][cH:46]2)[CH2:19][CH2:20][CH2:21]1)[CH2:25][c:26]1[cH:27][cH:28][c:29]([O:32][CH3:33])[cH:30][cH:31]1)=[O:34]. The reactants are [OH-].[Na+] (NaOH), C1=CC=CC=2C3=CC=CC=C3NC12 (carbazole), BrCCCCCCCCCCCCCC (1-bromotetradecane), C(CCCCCC)N1C2=CC=CC=C2C=2C=CC=CC12 (N-heptylcarbazole). The reagents and catalysts are [Cl-].C(C1=CC=CC=C1)[N+](CC)(CC)CC (benzyltriethyl ammonium chloride). Solvent: C1(=CC=CC=C1)C (toluene). Yields the product C(CCCCCCCCCCCCC)N1C2=CC=CC=C2C=2C=CC=CC12 (N-Tetradecylcarbazole), brown liquid. Yield: 93.0%. RXN SMILES: [CH:1]1[C:13]2[NH:12][C:11]3[C:6](=[CH:7][CH:8]=[CH:9][CH:10]=3)[C:5]=2[CH:4]=[CH:3][CH:2]=1.Br[CH2:15][CH2:16][CH2:17][CH2:18][CH2:19][CH2:20][CH2:21][CH2:22][CH2:23][CH2:24][CH2:25][CH2:26][CH2:27][CH3:28].[OH-].[Na+].C(N1C2C=CC=CC=2C2C1=CC=CC=2)CCCCCC>[Cl-].C([N+](CC)(CC)CC)C1C=CC=CC=1.C1(C)C=CC=CC=1>[CH2:28]([N:12]1[C:11]2[CH:10]=[CH:9][CH:8]=[CH:7][C:6]=2[C:5]2[C:13]1=[CH:1][CH:2]=[CH:3][CH:4]=2)[CH2:27][CH2:26][CH2:25][CH2:24][CH2:23][CH2:22][CH2:21][CH2:20][CH2:19][CH2:18][CH2:17][CH2:16][CH3:15] |f:2.3,5.6|. Reported procedure: N-Tetradecylcarbazole was prepared from carbazole (59.27 g, 0.35 mol), 1-bromotetradecane (100 g, 0.36 mol, commercially available from Aldrich, Milwaukee, Wis.), benzyltriethyl ammonium chloride (4.00 g, 0.018 mol), 50% aqueous NaOH (200 g), and toluene (400 ml) according to the procedure described for N-heptylcarbazole. The product was obtained as 120 g of a brown liquid (93% yield). Upon standing at room temperature overnight, the liquid solidified.